The task is: describe an organic reaction: reactants, conditions, products, and yield. This data is from the Open Reaction Database (ORD), a public repository of structured organic reaction records. Starting materials: O=C([O-])[O-], Cc1ccc(-c2nnn[nH]2)cc1NC(=O)c1ccc(Nc2nc(-c3ccccc3)c3ccccc3n2)cc1, CI, CN(C)C=O, [K+], [K+]. The product is Cc1ccc(-c2nnn(C)n2)cc1NC(=O)c1ccc(Nc2nc(-c3ccccc3)c3ccccc3n2)cc1. Reaction SMILES: [C:39](=[O:40])([O-:41])[O-:42].[CH3:1][c:2]1[c:3]([NH:13][C:14]([c:15]2[cH:16][cH:17][c:18]([NH:21][c:22]3[n:23][c:24]4[cH:25][cH:26][cH:27][cH:28][c:29]4[c:30](-[c:32]4[cH:33][cH:34][cH:35][cH:36][cH:37]4)[n:31]3)[cH:19][cH:20]2)=[O:38])[cH:4][c:5](-[c:8]2[n:9][n:10][n:11][nH:12]2)[cH:6][cH:7]1.[CH3:45][I:46].[CH3:47][N:48]([CH3:49])[CH:50]=[O:51].[K+:43].[K+:44]>>[CH3:1][c:2]1[c:3]([NH:13][C:14]([c:15]2[cH:16][cH:17][c:18]([NH:21][c:22]3[n:23][c:24]4[cH:25][cH:26][cH:27][cH:28][c:29]4[c:30](-[c:32]4[cH:33][cH:34][cH:35][cH:36][cH:37]4)[n:31]3)[cH:19][cH:20]2)=[O:38])[cH:4][c:5](-[c:8]2[n:9][n:10]([CH3:39])[n:11][n:12]2)[cH:6][cH:7]1. The reactants are CC(C)(C)OC(=O)N(Cc1ccc2c(c1)OCCO2)C1CCN(CCn2c(=O)cnc3ccc(Br)cc32)CC1, ClC(Cl)Cl, O=C(O)C(F)(F)F. Yields the product O=c1cnc2ccc(Br)cc2n1CCN1CCC(NCc2ccc3c(c2)OCCO3)CC1. Reaction SMILES: [C:1]([O:2][C:3](=[O:4])[N:7]([CH:8]1[CH2:9][CH2:10][N:11]([CH2:14][CH2:15][n:16]2[c:17](=[O:27])[cH:18][n:19][c:20]3[cH:21][cH:22][c:23]([Br:26])[cH:24][c:25]23)[CH2:12][CH2:13]1)[CH2:28][c:29]1[cH:30][c:31]2[c:32]([cH:37][cH:38]1)[O:33][CH2:34][CH2:35][O:36]2)([CH3:5])([CH3:6])[CH3:39].[CH:47]([Cl:48])([Cl:49])[Cl:50].[OH:40][C:41]([C:42]([F:43])([F:44])[F:45])=[O:46]>>[NH:7]([CH:8]1[CH2:9][CH2:10][N:11]([CH2:14][CH2:15][n:16]2[c:17](=[O:27])[cH:18][n:19][c:20]3[cH:21][cH:22][c:23]([Br:26])[cH:24][c:25]23)[CH2:12][CH2:13]1)[CH2:28][c:29]1[cH:30][c:31]2[c:32]([cH:37][cH:38]1)[O:33][CH2:34][CH2:35][O:36]2. Starting materials: [BH4-].[Na+] (sodium borohydride), C(CCC)[Li] (n-butyllithium), hexanes, C(C)(C)(C)OC(=O)N1CCC=C1 (N-(tert-butoxycarbonyl)-2,3-dihydropyrrole), [Cl-].[NH4+] (ammonium chloride), [Cl-].[NH4+] (ammonium chloride), CN(C=O)C (N,N-dimethylformamide). Solvent: O (water), CO (methanol), O1CCCC1 (tetrahydrofuran), O1CCCC1 (tetrahydrofuran). Reaction conditions: temperature -20 celsius, time 3 hour. Product: C(C)(C)(C)OC(=O)N1C(=CCC1)CO (N-(tert-butoxycarbonyl)-2-hydroxymethyl-4,5-dihydropyrrole). Yield: 55.6%. As a reaction SMILES: C([Li])CCC.[C:6]([O:10][C:11]([N:13]1[CH:17]=[CH:16][CH2:15][CH2:14]1)=[O:12])([CH3:9])([CH3:8])[CH3:7].CN(C)[CH:20]=[O:21].[Cl-].[NH4+].[BH4-].[Na+]>O1CCCC1.CO.O>[C:6]([O:10][C:11]([N:13]1[CH2:14][CH2:15][CH:16]=[C:17]1[CH2:20][OH:21])=[O:12])([CH3:9])([CH3:7])[CH3:8] |f:3.4,5.6|. Procedure: A solution of n-butyllithium in hexanes (2.43 M, 27.6 mL, 67.0 mmol, 1.10 equiv) was added dropwise via syringe to a stirred solution of N-(tert-butoxycarbonyl)-2,3-dihydropyrrole (Oliveira et al. J. Org. Chem. 1999, 64, 6646; incorporated herein by reference) (10.3 g, 60.9 mmol, 1 equiv) in tetrahydrofuran (300 mL) at −20° C. The reaction mixture was stirred at −20° C. for 3 h, then was cooled to −78° C. The cold solution was then transferred via cannula over 25 min to a separate flask containi...